Dataset: the Open Reaction Database (ORD), a public repository of structured organic reaction records. Task: describe an organic reaction: reactants, conditions, products, and yield Run at time 18 hour. Starting materials: BrC=1C(=CC(=C(C1)N[C@@H](C(=O)N)CC1=CC=CC=C1)F)C#N ((R)-2-(5-bromo-4-cyano-2-fluorophenylamino)-3-phenylpropanamide), Cl.NC1=CC(=NS1)C (5-amino-3-methylisothiazole hydrochloride), C=1C=CC(=CC1)P(C=2C=CC=CC2)C3=CC=C4C=CC=CC4=C3C5=C6C=CC=CC6=CC=C5P(C=7C=CC=CC7)C=8C=CC=CC8 (BINAP), C(=O)([O-])[O-].[K+].[K+] (K2CO3). Run in O1CCOCC1 (dioxane), CCOC(=O)C (EtOAc), O (Water). The reagents and catalysts are CC(=O)[O-].CC(=O)[O-].[Pd+2] (Pd(OAc)2), CC(=O)[O-].CC(=O)[O-].[Pd+2] (Pd(OAc)2). Reported procedure: A mixture of (R)-2-(5-bromo-4-cyano-2-fluorophenylamino)-3-phenylpropanamide (362 mg, 1.00 mmol), 5-amino-3-methylisothiazole hydrochloride (166 mg, 1.10 mmol), BINAP (70 mg, 0.112 mmol), Pd(OAc)2 (35 mg, 0.156 mmol) and K2CO3 (430 mg, 3.11 mmol) in dioxane (5 mL) was degassed with Ar, then was stirred at 120 C for 18 h. More Pd(OAc)2 (35 mg, 0.156 mmol) was added. The mixture was stirred at 120 C for another 18 h. Water and EtOAc were added. After being filtered, the filtrate was washed with wa... Reaction SMILES: Br[C:2]1[C:3]([C:21]#[N:22])=[CH:4][C:5]([F:20])=[C:6]([NH:8][C@H:9]([CH2:13][C:14]2[CH:19]=[CH:18][CH:17]=[CH:16][CH:15]=2)[C:10]([NH2:12])=[O:11])[CH:7]=1.Cl.[NH2:24][C:25]1[S:29][N:28]=[C:27]([CH3:30])[CH:26]=1.C1C=CC(P(C2C(C3C(P(C4C=CC=CC=4)C4C=CC=CC=4)=CC=C4C=3C=CC=C4)=C3C(C=CC=C3)=CC=2)C2C=CC=CC=2)=CC=1.C([O-])([O-])=O.[K+].[K+]>O1CCOCC1.CC([O-])=O.CC([O-])=O.[Pd+2].CCOC(C)=O.O>[C:21]([C:3]1[C:2]([NH:24][C:25]2[S:29][N:28]=[C:27]([CH3:30])[CH:26]=2)=[CH:7][C:6]([NH:8][C@H:9]([CH2:13][C:14]2[CH:19]=[CH:18][CH:17]=[CH:16][CH:15]=2)[C:10]([NH2:12])=[O:11])=[C:5]([F:20])[CH:4]=1)#[N:22] |f:1.2,4.5.6,8.9.10|. Yields the product C(#N)C1=CC(=C(C=C1NC1=CC(=NS1)C)N[C@@H](C(=O)N)CC1=CC=CC=C1)F ((R)-2-(4-cyano-2-fluoro-5-(3-methylisothiazol-5-ylamino)phenylamino)-3-phenylpropanamide), crude residue.